This data is from the Open Reaction Database (ORD), a public repository of structured organic reaction records. The task is: describe an organic reaction: reactants, conditions, products, and yield The reactants are ClC1=CC=C(CN2C(=C(C3=CC(=CC=C23)OCC2=NC3=CC=NC=C3C=C2)SC(C)(C)C)CC(C(=O)OC)(C)C)C=C1 (Methyl 3-[1-(4-chlorobenzyl)-3-(t-butylthio)-5-(1,6-naphthyridin-2-ylmethoxy)indol-2-yl]-2,2-dimethylpropanoate), CC(=O)O (AcOH), CO (MeOH), [Li+].[OH-] (LiOH). Run in C1CCOC1 (THF), NH4OAc, O (H2O). Yields the product ClC1=CC=C(CN2C(=C(C3=CC(=CC=C23)OCC2=NC3=CC=NC=C3C=C2)SC(C)(C)C)CC(C(=O)O)(C)C)C=C1 (3-[1-(4-Chlorobenzyl)-3-(t-butylthio)-5-(1,6-naphthyridin-2-ylmethoxy)indol-2-yl]-2,2-dimethylpropanoic acid). RXN SMILES: [Cl:1][C:2]1[CH:42]=[CH:41][C:5]([CH2:6][N:7]2[C:15]3[C:10](=[CH:11][C:12]([O:16][CH2:17][C:18]4[CH:27]=[CH:26][C:25]5[C:20](=[CH:21][CH:22]=[N:23][CH:24]=5)[N:19]=4)=[CH:13][CH:14]=3)[C:9]([S:28][C:29]([CH3:32])([CH3:31])[CH3:30])=[C:8]2[CH2:33][C:34]([CH3:40])([CH3:39])[C:35]([O:37]C)=[O:36])=[CH:4][CH:3]=1.CO.[Li+].[OH-].CC(O)=O>C1COCC1.O>[Cl:1][C:2]1[CH:42]=[CH:41][C:5]([CH2:6][N:7]2[C:15]3[C:10](=[CH:11][C:12]([O:16][CH2:17][C:18]4[CH:27]=[CH:26][C:25]5[C:20](=[CH:21][CH:22]=[N:23][CH:24]=5)[N:19]=4)=[CH:13][CH:14]=3)[C:9]([S:28][C:29]([CH3:32])([CH3:31])[CH3:30])=[C:8]2[CH2:33][C:34]([CH3:40])([CH3:39])[C:35]([OH:37])=[O:36])=[CH:4][CH:3]=1 |f:2.3|. Procedure: The compound from Step 2 (280 mg) was hydrolyzed by dissolving it in THF (3 mL), MeOH (1.5 mL), and 2N LiOH (0.27 mL) and heating at 70° C. for 6 hours. The solution was cooled to room temperature, diluted with H2O (50 mL), acidified with glacial AcOH to pH 5 and then diluted with 25% aqueous NH4OAc (50 mL). The mixture was extracted with ethyl acetate (3×50 mL), washed with brine (50 mL), and dried (MgSO4). The solution was evaporated to dryness and coevaporated with toluene (50 mL) to provide ... Starting materials: O=C(NCc1ccncc1)Oc1ccccc1, O=C1CC(CSc2ccccc2)N1. Yields the product O=C1CC(CSc2ccccc2)N1C(=O)NCc1ccncc1. Reaction SMILES: [c:14]1([O:20][C:21](=[O:15])[NH:22][CH2:23][c:24]2[cH:25][cH:26][n:27][cH:28][cH:29]2)[cH:16][cH:17][cH:18][cH:19][cH:30]1.[c:1]1([S:7][CH2:8][CH:9]2[CH2:10][C:11](=[O:13])[NH:12]2)[cH:2][cH:3][cH:4][cH:5][cH:6]1>>[c:1]1([S:7][CH2:8][CH:9]2[CH2:10][C:11](=[O:13])[N:12]2[C:21](=[O:20])[NH:22][CH2:23][c:24]2[cH:25][cH:26][n:27][cH:28][cH:29]2)[cH:2][cH:3][cH:4][cH:5][cH:6]1. The reactants are CN(C1CCC(OCCC(=O)O)CC1)S(=O)(=O)c1ccc(C(F)(F)F)cc1, CCN=C=NCCCN(C)C, ClCCl, OC1CCNCC1, On1nnc2ccccc21. The product is CN(C1CCC(OCCC(=O)N2CCC(O)CC2)CC1)S(=O)(=O)c1ccc(C(F)(F)F)cc1. As a reaction SMILES: [CH3:1][N:2]([CH:3]1[CH2:4][CH2:5][CH:6]([O:9][CH2:10][CH2:11][C:12](=[O:13])[OH:14])[CH2:7][CH2:8]1)[S:15](=[O:16])(=[O:17])[c:18]1[cH:19][cH:20][c:21]([C:24]([F:25])([F:26])[F:27])[cH:22][cH:23]1.[CH3:35][CH2:36][N:37]=[C:38]=[N:39][CH2:40][CH2:41][CH2:42][N:43]([CH3:44])[CH3:45].[Cl:56][CH2:57][Cl:58].[OH:28][CH:29]1[CH2:30][CH2:31][NH:32][CH2:33][CH2:34]1.[OH:46][n:47]1[c:48]2[c:49]([cH:50][cH:51][cH:52][cH:53]2)[n:54][n:55]1>>[CH3:1][N:2]([CH:3]1[CH2:4][CH2:5][CH:6]([O:9][CH2:10][CH2:11][C:12](=[O:14])[N:32]2[CH2:31][CH2:30][CH:29]([OH:28])[CH2:34][CH2:33]2)[CH2:7][CH2:8]1)[S:15](=[O:16])(=[O:17])[c:18]1[cH:19][cH:20][c:21]([C:24]([F:25])([F:26])[F:27])[cH:22][cH:23]1. The reactants are C1(CC1)C1=CC2=C(N(N=C2C=C1NS(=O)(=O)C)C1=CC=C(C=C1)C(=C)C)C(=O)NC (5-cyclopropyl-N-methyl-6-[(methylsulfonyl)amino]-2-[4-(prop-1-en-2-yl)phenyl]-2H-indazole-3-carboxamide). The reagents and catalysts are [Pd] (palladium on carbon). The solvent is CO (MeOH). Conditions: time 2 hour. Yields the product C1(CC1)C1=CC2=C(N(N=C2C=C1NS(=O)(=O)C)C1=CC=C(C=C1)C(C)C)C(=O)NC (5-cyclopropyl-N-methyl-6-[(methylsulfonyl)amino]-2-[4-(propan-2-yl)phenyl]-2H-indazole-3-carboxamide). Yield: 97.7%. Reaction SMILES: [CH:1]1([C:4]2[C:12]([NH:13][S:14]([CH3:17])(=[O:16])=[O:15])=[CH:11][C:10]3[C:6](=[C:7]([C:27]([NH:29][CH3:30])=[O:28])[N:8]([C:18]4[CH:23]=[CH:22][C:21]([C:24]([CH3:26])=[CH2:25])=[CH:20][CH:19]=4)[N:9]=3)[CH:5]=2)[CH2:3][CH2:2]1>CO.[Pd]>[CH:1]1([C:4]2[C:12]([NH:13][S:14]([CH3:17])(=[O:16])=[O:15])=[CH:11][C:10]3[C:6](=[C:7]([C:27]([NH:29][CH3:30])=[O:28])[N:8]([C:18]4[CH:23]=[CH:22][C:21]([CH:24]([CH3:26])[CH3:25])=[CH:20][CH:19]=4)[N:9]=3)[CH:5]=2)[CH2:2][CH2:3]1. Reported procedure: To a solution of compound (ii) (10 mg, 0.024 mmol) in MeOH (1 mL) was added 10% palladium on carbon (7 mg). The reaction was stirred vigorously under an atmosphere of hydrogen at RT for 2 h. The reaction mixture was filtered to give 5-cyclopropyl-N-methyl-6-[(methylsulfonyl)amino]-2-[4-(propan-2-yl)phenyl]-2H-indazole-3-carboxamide (iii) as a white solid (10 mg, 99%). Reactants: [O-]C#N.[K+] (potassium cyanate), C(C)(CC)N=NC(C)(CC(C)C)Cl (2-sec.-butylazo-2-chloro-4-methylpentane), O (water). Solvent: CC(=O)C (acetone). The product is C(C)(CC)N=NC(C)(CC(C)C)N=C=O (2-sec.-Butylazo-2-isocyanato-4-methylpentane). Reaction SMILES: [O-:1][C:2]#[N:3].[K+].[CH:5]([N:9]=[N:10][C:11](Cl)([CH2:13][CH:14]([CH3:16])[CH3:15])[CH3:12])([CH2:7][CH3:8])[CH3:6].O>CC(C)=O>[CH:5]([N:9]=[N:10][C:11]([N:3]=[C:2]=[O:1])([CH2:13][CH:14]([CH3:15])[CH3:16])[CH3:12])([CH2:7][CH3:8])[CH3:6] |f:0.1|. Procedure details: To a stirred solution of 8.6 grams (0.105 moles) of potassium cyanate in 75 ml of 70% aqueous acetone in a 125 ml erlenmeyer flask was added 19 grams (.093 moles) of 2-sec.-butylazo-2-chloro-4-methylpentane (from Example 3-23) over 10 minutes while holding the reaction temperature at 15°-20° C with a cold water bath. After the addition was complete the reaction was stirred an additional hour at room temperature, poured into 200 ml water and the product extracted with 100 mls of pentane. The pent... Reactants: OCCCCO, ClC(c1ccccc1)(c1ccccc1)c1ccccc1, c1ccncc1. Yields the product OCCCCOC(c1ccccc1)(c1ccccc1)c1ccccc1. RXN SMILES: [OH:1][CH2:2][CH2:3][CH2:4][CH2:5][OH:6].[c:7]1([C:13]([Cl:14])([c:15]2[cH:16][cH:17][cH:18][cH:19][cH:20]2)[c:21]2[cH:22][cH:23][cH:24][cH:25][cH:26]2)[cH:8][cH:9][cH:10][cH:11][cH:12]1.[cH:27]1[cH:28][cH:29][n:30][cH:31][cH:32]1>>[O:1]([CH2:2][CH2:3][CH2:4][CH2:5][OH:6])[C:13]([c:7]1[cH:8][cH:9][cH:10][cH:11][cH:12]1)([c:15]1[cH:16][cH:17][cH:18][cH:19][cH:20]1)[c:21]1[cH:22][cH:23][cH:24][cH:25][cH:26]1. Starting materials: CC(C)(C)OC(=O)N1C(CNCc2ccccc2)CC2CC21, CCO. The product is CC(C)(C)OC(=O)N1C(CN)CC2CC21. As a reaction SMILES: [C:1]([CH3:2])([CH3:3])([CH3:4])[O:5][C:6](=[O:7])[N:8]1[CH:9]2[CH2:10][CH:11]2[CH2:12][CH:13]1[CH2:14][NH:15][CH2:16][c:17]1[cH:18][cH:19][cH:20][cH:21][cH:22]1.[CH3:23][CH2:24][OH:25]>>[C:1]([CH3:2])([CH3:3])([CH3:4])[O:5][C:6](=[O:7])[N:8]1[CH:9]2[CH2:10][CH:11]2[CH2:12][CH:13]1[CH2:14][NH2:15].